Task: describe an organic reaction: reactants, conditions, products, and yield. Dataset: the Open Reaction Database (ORD), a public repository of structured organic reaction records Reactants: [BH4-].[Na+] (sodium borohydride), COC1=C(C=C(C2=CC=CC=C12)OC)C=C (1,4-dimethoxy-2-vinylnaphthalene), O (water). The reagents and catalysts are [Ti](Cl)(Cl)(Cl)Cl (titanium tetrachloride). Solvent: COCCOC (ethylene glycol dimethyl ether), COCCOC (ethylene glycol dimethyl ether). Conditions: time 1 hour. Yields the product COC1=C(C=C(C2=CC=CC=C12)OC)CCO (2- (1,4-Dimethoxy-2-naphthyl)ethanol). Reaction SMILES: [BH4-].[Na+].[CH3:3][O:4][C:5]1[C:14]2[C:9](=[CH:10][CH:11]=[CH:12][CH:13]=2)[C:8]([O:15][CH3:16])=[CH:7][C:6]=1[CH:17]=[CH2:18].[OH2:19]>COCCOC.[Ti](Cl)(Cl)(Cl)Cl>[CH3:3][O:4][C:5]1[C:14]2[C:9](=[CH:10][CH:11]=[CH:12][CH:13]=2)[C:8]([O:15][CH3:16])=[CH:7][C:6]=1[CH2:17][CH2:18][OH:19] |f:0.1|. Procedure details: 1.61 g of titanium tetrachloride were added to a mixture of 0.65 g of sodium borohydride and 20 ml of dry ethylene glycol dimethyl ether, and the resulting mixture was stirred at room temperature for 1 hour. A solution of 1.83 g of 1,4-dimethoxy-2-vinylnaphthalene [prepared as described in step (b) above] in 40 ml of dry ethylene glycol dimethyl ether was then added dropwise to the resulting mixture, and the mixture was stirred for 21 hours. At the end of this time, the reaction mixture was pour... Reactants: O=C(Cl)Oc1ccc([N+](=O)[O-])cc1, ClCCl, OC1CCOCC1, O, c1ccncc1. Product: O=C(Oc1ccc([N+](=O)[O-])cc1)OC1CCOCC1. Reaction SMILES: [Cl:14][C:15](=[O:16])[O:17][c:18]1[cH:19][cH:20][c:21]([N+:24](=[O:25])[O-:26])[cH:22][cH:23]1.[Cl:28][CH2:29][Cl:30].[O:1]1[CH2:2][CH2:3][CH:4]([OH:7])[CH2:5][CH2:6]1.[OH2:27].[cH:8]1[cH:9][cH:10][n:11][cH:12][cH:13]1>>[O:1]1[CH2:2][CH2:3][CH:4]([O:7][C:15](=[O:16])[O:17][c:18]2[cH:19][cH:20][c:21]([N+:24](=[O:25])[O-:26])[cH:22][cH:23]2)[CH2:5][CH2:6]1.